From a dataset of the Open Reaction Database (ORD), a public repository of structured organic reaction records. describe an organic reaction: reactants, conditions, products, and yield Starting materials: O (Water), N (NH3), CC(=O)C.OS(=O)(=O)O.O=[Cr](=O)=O (Jones reagent), C1(CCCCC1)N[C@H]1[C@@H]2[C@]3(CC[C@@H](C[C@@H]3CC[C@H]2[C@@H]2CC[C@@H]([C@@]2(C)C1)C(=O)OC)O)C (methyl 11α-cyclohexylamino-3β-hydroxy-5α-androstane-17β-carboxylate). Run in CC(=O)C (acetone), CCOCC (Ether). The product is C1(CCCCC1)N[C@H]1[C@@H]2[C@]3(CCC(C[C@@H]3CC[C@H]2[C@@H]2CC[C@@H]([C@@]2(C)C1)C(=O)OC)=O)C (Methyl 11α-cyclohexylamino-3-oxo-5α-androstane-17β-carboxylate). The yield is 96.8%. RXN SMILES: CC(C)=O.OS(O)(=O)=O.O=[Cr](=O)=O.[CH:14]1([NH:20][C@@H:21]2[CH2:38][C@@:36]3([CH3:37])[C@@H:32]([CH2:33][CH2:34][C@@H:35]3[C:39]([O:41][CH3:42])=[O:40])[C@H:31]3[C@H:22]2[C@:23]2([CH3:44])[C@@H:28]([CH2:29][CH2:30]3)[CH2:27][C@@H:26]([OH:43])[CH2:25][CH2:24]2)[CH2:19][CH2:18][CH2:17][CH2:16][CH2:15]1.O.N>CC(C)=O.CCOCC>[CH:14]1([NH:20][C@@H:21]2[CH2:38][C@@:36]3([CH3:37])[C@@H:32]([CH2:33][CH2:34][C@@H:35]3[C:39]([O:41][CH3:42])=[O:40])[C@H:31]3[C@H:22]2[C@:23]2([CH3:44])[C@@H:28]([CH2:29][CH2:30]3)[CH2:27][C:26](=[O:43])[CH2:25][CH2:24]2)[CH2:19][CH2:18][CH2:17][CH2:16][CH2:15]1 |f:0.1.2|. Procedure details: Jones reagent was added dropwise to a stirred solution of methyl 11α-cyclohexylamino-3β-hydroxy-5α-androstane-17β-carboxylate (300 mg) in acetone (40 ml) until the reagent colour was not discharged. Water (200 ml) was added and the mixture was brought to pH 10 with 0.88 NH3 solution. Ether (50 ml) was added and the mixture was filtered. The aqueous phase was separated, extracted with ether (50 ml) and the organic phase was washed with water, dried and evaporated to leave an oil (289 mg) which cr... The reactants are CCN(C(C)C)C(C)C, CN(C)c1ccncc1, ClCCl, Cc1ccccc1-c1cc(Cl)ncc1C(=O)N(C)Cc1cc(C(F)(F)F)cc(C(F)(F)F)c1, O, OC1CCNCC1. Yields the product Cc1ccccc1-c1cc(N2CCC(O)CC2)ncc1C(=O)N(C)Cc1cc(C(F)(F)F)cc(C(F)(F)F)c1. Reaction SMILES: [CH2:41]([N:42]([CH:43]([CH3:44])[CH3:45])[CH:46]([CH3:47])[CH3:48])[CH3:49].[CH3:50][N:51]([c:52]1[cH:53][cH:54][n:55][cH:56][cH:57]1)[CH3:58].[Cl:59][CH2:60][Cl:61].[F:1][C:2]([c:3]1[cH:4][c:5]([CH2:6][N:7]([C:8]([c:9]2[cH:10][n:11][c:12]([Cl:22])[cH:13][c:14]2-[c:15]2[c:16]([CH3:21])[cH:17][cH:18][cH:19][cH:20]2)=[O:23])[CH3:24])[cH:25][c:26]([C:28]([F:29])([F:30])[F:31])[cH:27]1)([F:32])[F:33].[OH2:62].[OH:34][CH:35]1[CH2:36][CH2:37][NH:38][CH2:39][CH2:40]1>>[F:1][C:2]([c:3]1[cH:4][c:5]([CH2:6][N:7]([C:8]([c:9]2[cH:10][n:11][c:12]([N:38]3[CH2:37][CH2:36][CH:35]([OH:34])[CH2:40][CH2:39]3)[cH:13][c:14]2-[c:15]2[c:16]([CH3:21])[cH:17][cH:18][cH:19][cH:20]2)=[O:23])[CH3:24])[cH:25][c:26]([C:28]([F:29])([F:30])[F:31])[cH:27]1)([F:32])[F:33]. Starting materials: O=C(Cl)c1ccccc1, CCCCN(CCCC)CCCC, COCCn1cc(-c2ccccc2)[nH]c1=O, Cc1ccccc1C. Yields the product COCCn1cc(-c2ccccc2)n(C(=O)c2ccccc2)c1=O. Reaction SMILES: [C:17]([c:18]1[cH:19][cH:20][cH:21][cH:22][cH:23]1)(=[O:24])[Cl:25].[CH2:26]([N:27]([CH2:28][CH2:29][CH2:30][CH3:31])[CH2:32][CH2:33][CH2:34][CH3:35])[CH2:36][CH2:37][CH3:38].[CH3:1][O:2][CH2:3][CH2:4][n:5]1[c:6](=[O:16])[nH:7][c:8](-[c:10]2[cH:11][cH:12][cH:13][cH:14][cH:15]2)[cH:9]1.[c:39]1([CH3:40])[c:41]([CH3:42])[cH:43][cH:44][cH:45][cH:46]1>>[CH3:1][O:2][CH2:3][CH2:4][n:5]1[c:6](=[O:16])[n:7]([C:17]([c:18]2[cH:19][cH:20][cH:21][cH:22][cH:23]2)=[O:24])[c:8](-[c:10]2[cH:11][cH:12][cH:13][cH:14][cH:15]2)[cH:9]1. The reactants are NCCCP(O)(=O)CCC=C (3-aminopropyl(but-3-enyl)phosphinic acid), [H][H] (hydrogen). The reagents and catalysts are [Pd] (palladium on charcoal). Run in O (water). Product: NCCCP(O)(=O)CCCC (3-aminopropyl(butyl)phosphinic acid), 31. As a reaction SMILES: [NH2:1][CH2:2][CH2:3][CH2:4][P:5]([CH2:8][CH2:9][CH:10]=[CH2:11])(=[O:7])[OH:6].[H][H]>O.[Pd]>[NH2:1][CH2:2][CH2:3][CH2:4][P:5]([CH2:8][CH2:9][CH2:10][CH3:11])(=[O:6])[OH:7]. Procedure: A solution of 1 g of 3-aminopropyl(but-3-enyl)phosphinic acid in 25 ml of water is treated with 0.1 g of 5% palladium on charcoal and hydrogenated at room temperature until hydrogen uptake ceases. The catalyst is removed by filtration of the reaction mixture through celite and the filtrate evaporated to dryness, to afford 3-aminopropyl(butyl)phosphinic acid, m.p.231°-234° (dec.) 31 -NMR (D2O): δ+44.6 ppm. The reactants are N[C@H]1CN(CCC1)C1=NC(=C(C(=O)N)C=C1)NC1=CC=C(C=C1)C(=O)N1CCOCC1 ((R)-6-(3-aminopiperidin-1-yl)-2-(4-(morpholine-4-carbonyl)phenylamino)nicotinamide), N(=C=O)C(C)C (2-isocyanatopropane). Solvent: C(Cl)Cl (CH2Cl2), C1CCOC1 (THF). Conditions: time 10 minute. The product is C(C)(C)NC(N[C@H]1CN(CCC1)C1=NC(=C(C(=O)N)C=C1)NC1=CC=C(C=C1)C(=O)N1CCOCC1)=O ((R)-6-(3-(3-isopropylureido) piperidin-1-yl)-2-(4-(morpholine-4-carbonyl)phenylamino)nicotinamide). The yield is 72.3%. As a reaction SMILES: [NH2:1][C@@H:2]1[CH2:7][CH2:6][CH2:5][N:4]([C:8]2[CH:16]=[CH:15][C:11]([C:12]([NH2:14])=[O:13])=[C:10]([NH:17][C:18]3[CH:23]=[CH:22][C:21]([C:24]([N:26]4[CH2:31][CH2:30][O:29][CH2:28][CH2:27]4)=[O:25])=[CH:20][CH:19]=3)[N:9]=2)[CH2:3]1.[N:32]([CH:35]([CH3:37])[CH3:36])=[C:33]=[O:34]>C1COCC1.C(Cl)Cl>[CH:35]([NH:32][C:33](=[O:34])[NH:1][C@@H:2]1[CH2:7][CH2:6][CH2:5][N:4]([C:8]2[CH:16]=[CH:15][C:11]([C:12]([NH2:14])=[O:13])=[C:10]([NH:17][C:18]3[CH:19]=[CH:20][C:21]([C:24]([N:26]4[CH2:31][CH2:30][O:29][CH2:28][CH2:27]4)=[O:25])=[CH:22][CH:23]=3)[N:9]=2)[CH2:3]1)([CH3:37])[CH3:36]. Procedure: To a solution of (R)-6-(3-aminopiperidin-1-yl)-2-(4-(morpholine-4-carbonyl)phenylamino)nicotinamide (35 mg, 0.082 mmol) in THF (2 mL) was added 2-isocyanatopropane (14.03 mg, 0.165 mmol) and stirred at rt for 10 min. The reaction mixture was diluted with CH2Cl2, washed with satd NaHCO3, separated, and concentrated. The residue was purified (ISCO, 5% NH4OH/MeOH/CH2Cl2, 40 g silica gel column) to obtained 30.2 mg of (R)-6-(3-(3-isopropylureido) piperidin-1-yl)-2-(4-(morpholine-4-carbonyl)phenylami... Starting materials: CCO, CC(C)N1CCN(c2ccc([N+](=O)[O-])nc2)CC1. Product: CC(C)N1CCN(c2ccc(N)nc2)CC1. RXN SMILES: [CH3:19][CH2:20][OH:21].[CH:1]([CH3:2])([CH3:3])[N:4]1[CH2:5][CH2:6][N:7]([c:10]2[cH:11][n:12][c:13]([N+:16]([O-:17])=[O:18])[cH:14][cH:15]2)[CH2:8][CH2:9]1>>[CH:1]([CH3:2])([CH3:3])[N:4]1[CH2:5][CH2:6][N:7]([c:10]2[cH:11][n:12][c:13]([NH2:16])[cH:14][cH:15]2)[CH2:8][CH2:9]1.